Task: describe an organic reaction: reactants, conditions, products, and yield. Dataset: the Open Reaction Database (ORD), a public repository of structured organic reaction records Starting materials: Cl (hydrochloric acid), C(C1=CC=CC=C1)OC=1C(=CC(=C(C(=O)Cl)C1)C1=NOC(=N1)C)OC (5-benzyloxy-4-methoxy-2-(5-methyl-[1,2,4]oxadiazol-3-yl)benzoyl chloride), [Br-].C(C1=CC=CC=C1)[Zn+] (benzylzinc bromide), C1(=CC=CC=C1)C (toluene). The reagents and catalysts are Cl[Pd]([P](C1=CC=CC=C1)(C2=CC=CC=C2)C3=CC=CC=C3)([P](C4=CC=CC=C4)(C5=CC=CC=C5)C6=CC=CC=C6)Cl (dichlorobis-(triphenylphosphine)palladium(II)). Run in C(C)(=O)OCC (Ethyl acetate). Run at time 5 hour. The product is C(C1=CC=CC=C1)OC=1C(=CC(=C(C1)C(CC1=CC=CC=C1)=O)C1=NOC(=N1)C)OC (1-[5-Benzyloxy-4-methoxy-2-(5-methyl-[1,2,4]oxadiazol-3-yl)phenyl]-2-phenylethanone). RXN SMILES: [CH2:1]([O:8][C:9]1[C:10]([O:24][CH3:25])=[CH:11][C:12]([C:18]2[N:22]=[C:21]([CH3:23])[O:20][N:19]=2)=[C:13]([CH:17]=1)[C:14](Cl)=[O:15])[C:2]1[CH:7]=[CH:6][CH:5]=[CH:4][CH:3]=1.[Br-].[CH2:27]([Zn+])[C:28]1[CH:33]=[CH:32][CH:31]=[CH:30][CH:29]=1.C1(C)C=CC=CC=1.Cl>Cl[Pd](Cl)([P](C1C=CC=CC=1)(C1C=CC=CC=1)C1C=CC=CC=1)[P](C1C=CC=CC=1)(C1C=CC=CC=1)C1C=CC=CC=1.C(OCC)(=O)C>[CH2:1]([O:8][C:9]1[C:10]([O:24][CH3:25])=[CH:11][C:12]([C:18]2[N:22]=[C:21]([CH3:23])[O:20][N:19]=2)=[C:13]([C:14](=[O:15])[CH2:27][C:28]2[CH:33]=[CH:32][CH:31]=[CH:30][CH:29]=2)[CH:17]=1)[C:2]1[CH:7]=[CH:6][CH:5]=[CH:4][CH:3]=1 |f:1.2,^1:45,64|. Reported procedure: A mixture of 5-benzyloxy-4-methoxy-2-(5-methyl-[1,2,4]oxadiazol-3-yl)benzoyl chloride, benzylzinc bromide (0.5 mol/L, tetrahydrofuran solution, 4.4 mL), dichlorobis-(triphenylphosphine)palladium(II) (153 mg) and toluene (6 mL) was stirred at room temperature under an argon atmosphere for 5 hours. Ethyl acetate and 2 mol/L hydrochloric acid were added to the mixture. The separated organic layer was washed with water, an aqueous solution of sodium bicarbonate and brine successively, dried over anh... The reactants are CCI, CC, Cc1cc2ccccc2[nH]1, CC(=O)O, O=C(CCCl)N1CCN(c2ccccc2)CC1, [Mg], c1ccccc1. Product: Cc1[nH]c2ccccc2c1CCC(=O)N1CCN(c2ccccc2)CC1. Reaction SMILES: [CH2:12]([I:13])[CH3:14].[CH3:15][CH3:16].[CH3:1][c:2]1[nH:3][c:4]2[cH:5][cH:6][cH:7][cH:8][c:9]2[cH:10]1.[CH3:34][C:35](=[O:36])[OH:37].[Cl:17][CH2:18][CH2:19][C:20](=[O:21])[N:22]1[CH2:23][CH2:24][N:25]([c:28]2[cH:29][cH:30][cH:31][cH:32][cH:33]2)[CH2:26][CH2:27]1.[Mg:11].[cH:38]1[cH:39][cH:40][cH:41][cH:42][cH:43]1>>[CH3:1][c:2]1[nH:3][c:4]2[cH:5][cH:6][cH:7][cH:8][c:9]2[c:10]1[CH2:18][CH2:19][C:20](=[O:21])[N:22]1[CH2:23][CH2:24][N:25]([c:28]2[cH:29][cH:30][cH:31][cH:32][cH:33]2)[CH2:26][CH2:27]1. Reactants: Cl.ClC1=CC=NC2=CC(=C(C=C12)C#N)OCCOC (4-Chloro-6-cyano-7-(2-methoxyethoxy)quinoline hydrochloride), FC1=C(N)C=C(C(=C1)C)O (2-fluoro-5-hydroxy-4-methylaniline). Solvent: C(C)(C)O (isopropanol). The product is Cl.C(#N)C=1C=C2C(=CC=NC2=CC1OCCOC)NC1=C(C=C(C(=C1)O)C)F (6-cyano-4-(2-fluoro-5-hydroxy-4-methylanilino)-7-(2-methoxyethoxy)quinoline hydrochloride). The yield is 67.6%. Reaction SMILES: Cl.[Cl:2][C:3]1[C:12]2[C:7](=[CH:8][C:9]([O:15][CH2:16][CH2:17][O:18][CH3:19])=[C:10]([C:13]#[N:14])[CH:11]=2)[N:6]=[CH:5][CH:4]=1.[F:20][C:21]1[CH:27]=[C:26]([CH3:28])[C:25]([OH:29])=[CH:24][C:22]=1[NH2:23]>C(O)(C)C>[ClH:2].[C:13]([C:10]1[CH:11]=[C:12]2[C:7](=[CH:8][C:9]=1[O:15][CH2:16][CH2:17][O:18][CH3:19])[N:6]=[CH:5][CH:4]=[C:3]2[NH:23][C:22]1[CH:24]=[C:25]([OH:29])[C:26]([CH3:28])=[CH:27][C:21]=1[F:20])#[N:14] |f:0.1,4.5|. Procedure: 4-Chloro-6-cyano-7-(2-methoxyethoxy)quinoline hydrochloride (300 mg, 1 mmol) and 2-fluoro-5-hydroxy-4-methylaniline (141 mg, 1 mmol) in isopropanol (10 ml) was heated at reflux for 2 hours. The mixture was allowed to cool, the precipitated product collected by filtration, washed with acetone and dried to give 6-cyano-4-(2-fluoro-5-hydroxy-4-methylanilino)-7-(2-methoxyethoxy)quinoline hydrochloride (273 mg, 68%). The reactants are C(C)OC(=O)C1(CC1)C1=CC=C(C=C1)C1=CC=C(C=C1)C1=C(C(=NO1)C)N (1-[4′-(4-amino-3-methyl-isoxazol-5-yl)-biphenyl-4-yl]-cyclopropanecarboxylic acid ethyl ester), BrC1=CC(=NC=C1)C1=CC=CC=C1 (4-bromo-2-phenyl-pyridine). Product: C(C)OC(=O)C1(CC1)C1=CC=C(C=C1)C1=CC=C(C=C1)C1=C(C(=NO1)C)NC1=CC(=NC=C1)C1=CC=CC=C1 (1-{4′-[3-Methyl-4-(2-phenyl-pyridin-4-ylamino)-isoxazol-5-yl]-biphenyl-4-yl}-cyclopropanecarboxylic acid ethyl ester). Reaction SMILES: [CH2:1]([O:3][C:4]([C:6]1([C:9]2[CH:14]=[CH:13][C:12]([C:15]3[CH:20]=[CH:19][C:18]([C:21]4[O:25][N:24]=[C:23]([CH3:26])[C:22]=4[NH2:27])=[CH:17][CH:16]=3)=[CH:11][CH:10]=2)[CH2:8][CH2:7]1)=[O:5])[CH3:2].Br[C:29]1[CH:34]=[CH:33][N:32]=[C:31]([C:35]2[CH:40]=[CH:39][CH:38]=[CH:37][CH:36]=2)[CH:30]=1>>[CH2:1]([O:3][C:4]([C:6]1([C:9]2[CH:10]=[CH:11][C:12]([C:15]3[CH:20]=[CH:19][C:18]([C:21]4[O:25][N:24]=[C:23]([CH3:26])[C:22]=4[NH:27][C:29]4[CH:34]=[CH:33][N:32]=[C:31]([C:35]5[CH:40]=[CH:39][CH:38]=[CH:37][CH:36]=5)[CH:30]=4)=[CH:17][CH:16]=3)=[CH:13][CH:14]=2)[CH2:8][CH2:7]1)=[O:5])[CH3:2]. Procedure details: Prepared according to the procedure described in Example 68, Step 2, using 1-[4′-(4-amino-3-methyl-isoxazol-5-yl)-biphenyl-4-yl]-cyclopropanecarboxylic acid ethyl ester and 4-bromo-2-phenyl-pyridine.